Task: describe an organic reaction: reactants, conditions, products, and yield. Dataset: the Open Reaction Database (ORD), a public repository of structured organic reaction records Reactants: NCCC1=C(NC2=CC=C(C=C12)C(C(=O)N1C2CCC1CC2)(C)C)C2=CC(=CC(=C2)C)C (2-[3-(2-aminoethyl)-2-(3,5-dimethylphenyl)-1H-indol-5-yl]-1-(7-aza-bicyclo[2.2.1]hept-7-yl)-2-methyl-propan-1-one), N1=CC(=CC=C1)CC=O (pyridin-3-yl-acetaldehyde), C(#N)[BH3-].[Na+] (sodium cyanoborohydride). Run in CO (methanol), C(C)(=O)O (acetic acid), C(C)(=O)O (acetic acid). Reaction conditions: time 15.5 hour. Product: C12CCC(CC1)N2C(C(C)(C)C=2C=C1C(=C(NC1=CC2)C2=CC(=CC(=C2)C)C)CCN(CCC=2C=NC=CC2)CCC=2C=NC=CC2)=O (1-(7-Aza-bicyclo[2.2.1]hept-7-yl)-2-[3-{2-[bis-(2-pyridin-3-yl-ethyl)-amino]ethyl}-2-(3,5-dimethyl-phenyl)-1H-indol-5-yl]-2-methylpropan-1-one). RXN SMILES: [N:1]1[CH:6]=[CH:5][CH:4]=[C:3]([CH2:7][CH:8]=O)[CH:2]=1.[NH2:10][CH2:11][CH2:12][C:13]1[C:21]2[C:16](=[CH:17][CH:18]=[C:19]([C:22]([CH3:33])([CH3:32])[C:23]([N:25]3[CH:29]4[CH2:30][CH2:31][CH:26]3[CH2:27][CH2:28]4)=[O:24])[CH:20]=2)[NH:15][C:14]=1[C:34]1[CH:39]=[C:38]([CH3:40])[CH:37]=[C:36]([CH3:41])[CH:35]=1.[C:42]([BH3-])#[N:43].[Na+]>CO.C(O)(=O)C>[CH:26]12[N:25]([C:23](=[O:24])[C:22]([C:19]3[CH:20]=[C:21]4[C:16](=[CH:17][CH:18]=3)[NH:15][C:14]([C:34]3[CH:39]=[C:38]([CH3:40])[CH:37]=[C:36]([CH3:41])[CH:35]=3)=[C:13]4[CH2:12][CH2:11][N:10]([CH2:8][CH2:7][C:3]3[CH:2]=[N:1][CH:6]=[CH:5][CH:4]=3)[CH2:8][CH2:7][C:3]3[CH:2]=[N:43][CH:42]=[CH:5][CH:4]=3)([CH3:33])[CH3:32])[CH:29]([CH2:28][CH2:27]1)[CH2:30][CH2:31]2 |f:2.3|. Procedure: To a solution of pyridin-3-yl-acetaldehyde (120 mg in a mixture of 5 mL methanol and 0.018 mL glacial acetic acid) was added 141 mg of 2-[3-(2-aminoethyl)-2-(3,5-dimethylphenyl)-1H-indol-5-yl]-1-(7-aza-bicyclo[2.2.1]hept-7-yl)-2-methyl-propan-1-one followed by 20 mg 3Å powdered molecular seives. To this mixture, 68 mg sodium cyanoborohydride was added and the pH adjusted to 5.5 by the addition of 10% methanolic acetic acid. After 15.5 hours, the reaction was quenched by the addition of saturated... RXN SMILES: C([Li])CCC.CCCCCC.[CH3:12][C:13]1([CH3:34])[CH2:18][O:17][CH:16](/[CH:19]=[CH:20]/[C:21]2[C:26]([CH3:27])=[CH:25][C:24]([CH3:28])=[CH:23][C:22]=2[CH:29]([CH2:31][CH2:32][CH3:33])[OH:30])[O:15][CH2:14]1.[CH3:35][C:36]([CH3:42])([CH2:40][CH3:41])[C:37](Cl)=[O:38]>C1COCC1>[CH3:12][C:13]1([CH3:34])[CH2:14][O:15][CH:16](/[CH:19]=[CH:20]/[C:21]2[C:26]([CH3:27])=[CH:25][C:24]([CH3:28])=[CH:23][C:22]=2[CH:29]([O:30][C:37](=[O:38])[C:36]([CH3:42])([CH3:35])[CH2:40][CH3:41])[CH2:31][CH2:32][CH3:33])[O:17][CH2:18]1. Yields the product CC1(COC(OC1)/C=C/C1=C(C=C(C=C1C)C)C(CCC)OC(C(CC)(C)C)=O)C (2,2-dimethylbutanoic acid (E)-1-[2-[2-(5,5-dimethyl-1,3-dioxan-2-yl)ethenyl]-3,5-dimethylphenyl]butyl ester). Isolated yield 42.6%. Solvent: C1CCOC1 (THF). Procedure details: A 1.4M solution of n-butyllithium in hexane (2.6 mL, 3.61 mmol) was added dropwise under a nitrogen atmosphere to a solution of (E)-2-[2-(5,5-dimethyl-1,3-dioxan-2-yl)ethenyl]-3,5-dimethyl-α-propylbenzenemethanol (956.8 mg, 3.01 mmol) in 100 mL of dry THF. After the addition, the solution was stirred at room temperature for 15 minutes. 2,2-Dimethylbutyryl chloride (500 μl, 3.61 mmol) was then added and the solution stirred at room temperature for 30 minutes. The reaction was partitioned between ... Starting materials: solution, C(CCC)[Li] (n-butyllithium), CCCCCC (hexane), CC1(COC(OC1)/C=C/C1=C(C=C(C=C1C)C)C(O)CCC)C ((E)-2-[2-(5,5-dimethyl-1,3-dioxan-2-yl)ethenyl]-3,5-dimethyl-α-propylbenzenemethanol), CC(C(=O)Cl)(CC)C (2,2-Dimethylbutyryl chloride). Reaction conditions: time 15 minute. The reactants are CCOC(=O)C=Cc1cnc(C(C)(C)C#N)c(Cl)c1, CCO, [H][H]. Yields the product CCOC(=O)CCc1cnc(C(C)(C)C#N)c(Cl)c1. RXN SMILES: [CH2:1]([CH3:2])[O:3][C:4]([CH:5]=[CH:6][c:7]1[cH:8][n:9][c:10]([C:14]([CH3:15])([CH3:16])[C:17]#[N:18])[c:11]([Cl:13])[cH:12]1)=[O:19].[CH3:22][CH2:23][OH:24].[H:20][H:21]>>[CH2:1]([CH3:2])[O:3][C:4]([CH2:5][CH2:6][c:7]1[cH:8][n:9][c:10]([C:14]([CH3:15])([CH3:16])[C:17]#[N:18])[c:11]([Cl:13])[cH:12]1)=[O:19]. Reactants: CCCCOc1ccc(S(=O)(=O)C2(C(=O)OCC)CCN(CCCOc3ccccc3)CC2)cc1, C1CCOC1, CO, [Na+], [OH-]. The product is CCCCOc1ccc(S(=O)(=O)C2(C(=O)O)CCN(CCCOc3ccccc3)CC2)cc1. Reaction SMILES: [CH2:1]([CH3:2])[O:3][C:4](=[O:5])[C:6]1([S:22](=[O:23])(=[O:24])[c:25]2[cH:26][cH:27][c:28]([O:31][CH2:32][CH2:33][CH2:34][CH3:35])[cH:29][cH:30]2)[CH2:7][CH2:8][N:9]([CH2:12][CH2:13][CH2:14][O:15][c:16]2[cH:17][cH:18][cH:19][cH:20][cH:21]2)[CH2:10][CH2:11]1.[CH2:36]1[O:37][CH2:38][CH2:39][CH2:40]1.[CH3:41][OH:42].[Na+:44].[OH-:43]>>[O:3]=[C:4]([OH:5])[C:6]1([S:22](=[O:23])(=[O:24])[c:25]2[cH:26][cH:27][c:28]([O:31][CH2:32][CH2:33][CH2:34][CH3:35])[cH:29][cH:30]2)[CH2:7][CH2:8][N:9]([CH2:12][CH2:13][CH2:14][O:15][c:16]2[cH:17][cH:18][cH:19][cH:20][cH:21]2)[CH2:10][CH2:11]1.